This data is from the Open Reaction Database (ORD), a public repository of structured organic reaction records. The task is: describe an organic reaction: reactants, conditions, products, and yield Starting materials: FC(F)(F)c1ccc2ccccc2n1, [K+], O=[N+]([O-])[O-], O=S(=O)(O)O. The product is O=[N+]([O-])c1cccc2nc(C(F)(F)F)ccc12. As a reaction SMILES: [F:1][C:2]([c:3]1[n:4][c:5]2[cH:6][cH:7][cH:8][cH:9][c:10]2[cH:11][cH:12]1)([F:13])[F:14].[K+:15].[O-:16][N+:17]([O-:18])=[O:19].[S:20](=[O:21])(=[O:22])([OH:23])[OH:24]>>[F:1][C:2]([c:3]1[n:4][c:5]2[cH:6][cH:7][cH:8][c:9]([N+:17](=[O:16])[O-:18])[c:10]2[cH:11][cH:12]1)([F:13])[F:14].